From a dataset of the Open Reaction Database (ORD), a public repository of structured organic reaction records. describe an organic reaction: reactants, conditions, products, and yield Starting materials: CCC(NC(Cc1ccc2c(c1)OCC(c1ccc(OCc3ccc(Cl)c(Cl)c3)cc1)O2)C(=O)OC)c1ccccc1, [Na+], O=C([O-])O, C1COCCO1, O=C(O)C(F)(F)F. Yields the product CCC(c1ccccc1)N1Cc2cc3c(cc2CC1C(=O)OC)OCC(c1ccc(OCc2ccc(Cl)c(Cl)c2)cc1)O3. As a reaction SMILES: [CH3:1][O:2][C:3]([CH:4]([CH2:5][c:6]1[cH:7][c:8]2[c:9]([cH:30][cH:31]1)[O:10][CH:11]([c:14]1[cH:15][cH:16][c:17]([O:20][CH2:21][c:22]3[cH:23][c:24]([Cl:29])[c:25]([Cl:28])[cH:26][cH:27]3)[cH:18][cH:19]1)[CH2:12][O:13]2)[NH:32][CH:33]([CH2:34][CH3:35])[c:36]1[cH:37][cH:38][cH:39][cH:40][cH:41]1)=[O:42].[Na+:54].[O-:50][C:51]([OH:52])=[O:53].[O:55]1[CH2:56][CH2:57][O:58][CH2:59][CH2:60]1.[OH:43][C:44]([C:45]([F:46])([F:47])[F:48])=[O:49]>>[CH3:1][O:2][C:3]([CH:4]1[CH2:5][c:6]2[cH:7][c:8]3[c:9]([cH:30][c:31]2[CH2:44][N:32]1[CH:33]([CH2:34][CH3:35])[c:36]1[cH:37][cH:38][cH:39][cH:40][cH:41]1)[O:10][CH:11]([c:14]1[cH:15][cH:16][c:17]([O:20][CH2:21][c:22]2[cH:23][c:24]([Cl:29])[c:25]([Cl:28])[cH:26][cH:27]2)[cH:18][cH:19]1)[CH2:12][O:13]3)=[O:42]. The reactants are CCOC(=O)C(Cc1cc2c(cc1OC)OCO2)C(=O)OCC, CCO, [K+], [OH-], O. Yields the product CCOC(=O)C(Cc1cc2c(cc1OC)OCO2)C(=O)O. Reaction SMILES: [CH2:1]1[O:2][c:3]2[cH:4][c:5]([O:22][CH3:23])[c:6]([CH2:7][CH:8]([C:9](=[O:10])[O:11][CH2:12][CH3:13])[C:14](=[O:15])[O:16][CH2:17][CH3:18])[cH:19][c:20]2[O:21]1.[CH3:26][CH2:27][OH:28].[K+:25].[OH-:24].[OH2:29]>>[CH2:1]1[O:2][c:3]2[cH:4][c:5]([O:22][CH3:23])[c:6]([CH2:7][CH:8]([C:9](=[O:10])[O:11][CH2:12][CH3:13])[C:14](=[O:15])[OH:16])[cH:19][c:20]2[O:21]1. Starting materials: CCOC(=O)C(CCc1ccccc1)NC1C(=O)N(CC(=O)O)c2ccccc2SC1c1ccccc1, CCO, Cl, [Na+], [OH-]. Yields the product O=C(O)CN1C(=O)C(NC(CCc2ccccc2)C(=O)O)C(c2ccccc2)Sc2ccccc21. Reaction SMILES: [C:2](=[O:3])([OH:4])[CH2:5][N:6]1[C:7](=[O:38])[CH:8]([NH:23][CH:24]([CH2:25][CH2:26][c:27]2[cH:28][cH:29][cH:30][cH:31][cH:32]2)[C:33](=[O:34])[O:35][CH2:36][CH3:37])[CH:9]([c:17]2[cH:18][cH:19][cH:20][cH:21][cH:22]2)[S:10][c:11]2[c:12]1[cH:13][cH:14][cH:15][cH:16]2.[CH3:41][CH2:42][OH:43].[ClH:1].[Na+:40].[OH-:39]>>[C:2](=[O:3])([OH:4])[CH2:5][N:6]1[C:7](=[O:38])[CH:8]([NH:23][CH:24]([CH2:25][CH2:26][c:27]2[cH:28][cH:29][cH:30][cH:31][cH:32]2)[C:33](=[O:34])[OH:35])[CH:9]([c:17]2[cH:18][cH:19][cH:20][cH:21][cH:22]2)[S:10][c:11]2[c:12]1[cH:13][cH:14][cH:15][cH:16]2. Reactants: O=C=O, [Li]CCCC, CCCCCC, CNS(=O)(=O)c1cc2c(cc1C)CCCC2, Cl, C1CCOC1, O. The product is CNS(=O)(=O)c1cc2c(cc1CC(=O)O)CCCC2. As a reaction SMILES: [C:22](=[O:23])=[O:24].[CH2:1]([Li:2])[CH2:3][CH2:4][CH3:5].[CH3:26][CH2:27][CH2:28][CH2:29][CH2:30][CH3:31].[CH3:6][NH:7][S:8](=[O:9])(=[O:10])[c:11]1[c:12]([CH3:21])[cH:13][c:14]2[c:19]([cH:20]1)[CH2:18][CH2:17][CH2:16][CH2:15]2.[ClH:25].[O:32]1[CH2:33][CH2:34][CH2:35][CH2:36]1.[OH2:37]>>[CH3:6][NH:7][S:8](=[O:9])(=[O:10])[c:11]1[c:12]([CH2:21][C:22](=[O:23])[OH:24])[cH:13][c:14]2[c:19]([cH:20]1)[CH2:18][CH2:17][CH2:16][CH2:15]2. Reactants: C(CC(O)(C(=O)O)CC(=O)O)(=O)O (citric acid), O[C@H]1C[C@@H]2CC[C@H]3[C@@H]4CC[C@H](C(C)=O)[C@]4(CC([C@@H]3[C@]2(C[C@@H]1N1CC(OCC1)(C)C)C)=O)C ((2β,3α,5α)-3-hydroxy-2-(2,2-dimethyl-4-morpholinyl)pregnane-11,20-dione). Solvent: CO (methanol), CO (methanol). Product: O[C@H]1C[C@@H]2CC[C@H]3[C@@H]4CC[C@H](C(C)=O)[C@]4(CC([C@@H]3[C@]2(C[C@@H]1N1CC(OCC1)(C)C)C)=O)C.OC(CC(=O)[O-])(CC(=O)[O-])C(=O)[O-] ((2β,3α,5α)-3-hydroxy-2-(2,2-dimethyl-4-morpholinyl)-pregnane-11,20-dione 2-hydroxy-1,2,3-propanetricarboxylate), salt. RXN SMILES: [C:1]([OH:13])(=[O:12])[CH2:2][C:3]([CH2:8][C:9]([OH:11])=[O:10])([C:5]([OH:7])=[O:6])[OH:4].[OH:14][C@@H:15]1[C@@H:34]([N:35]2[CH2:40][CH2:39][O:38][C:37]([CH3:42])([CH3:41])[CH2:36]2)[CH2:33][C@@:32]2([CH3:43])[C@@H:17]([CH2:18][CH2:19][C@@H:20]3[C@@H:31]2[C:30](=[O:44])[CH2:29][C@@:28]2([CH3:45])[C@H:21]3[CH2:22][CH2:23][C@@H:24]2[C:25](=[O:27])[CH3:26])[CH2:16]1>CO>[OH:14][C@@H:15]1[C@@H:34]([N:35]2[CH2:40][CH2:39][O:38][C:37]([CH3:42])([CH3:41])[CH2:36]2)[CH2:33][C@@:32]2([CH3:43])[C@@H:17]([CH2:18][CH2:19][C@@H:20]3[C@@H:31]2[C:30](=[O:44])[CH2:29][C@@:28]2([CH3:45])[C@H:21]3[CH2:22][CH2:23][C@@H:24]2[C:25](=[O:27])[CH3:26])[CH2:16]1.[OH:4][C:3]([C:5]([O-:7])=[O:6])([CH2:8][C:9]([O-:11])=[O:10])[CH2:2][C:1]([O-:13])=[O:12] |f:3.4|. Procedure details: A solution of citric acid (368 mg) in methanol (4 ml) was added to a solution of (2β,3α,5α)-3-hydroxy-2-(2,2-dimethyl-4-morpholinyl)pregnane-11,20-dione of Example 1 (854 mg) in methanol (6 ml). The solvent was removed under reduced pressure to give (2β,3α,5α)-3-hydroxy-2-(2,2-dimethyl-4-morpholinyl)-pregnane-11,20-dione 2-hydroxy-1,2,3-propanetricarboxylate (1:1) salt (1.22 g). [α]D +96.6° (c 1.03). Reactants: stainless steel, S (hydrogen sulfide), S (hydrogen sulfide), C1(=CC=CC=C1)C(C(CC(=O)CC1=CC(=CC=C1)OC)C1=CC=CC=C1)=O (1,2-diphenyl-4-m-anisylbutane-1,4-dione), P12(=S)SP3(=S)SP(=S)(S1)SP(=S)(S2)S3 (phosphorus pentasulfide), [OH-].[Na+] (sodium hydroxide). Solvent: C(C)O (ethanol), C=1(C(=CC=CC1)C)C (xylene), C(=O)=O (Dry Ice). Conditions: time 235 minute. Product: C1(=CC=CC=C1)C=1SC(=CC1C1=CC=CC=C1)CC1=CC(=CC=C1)OC (2,3-diphenyl-5-m-anisylthiophene). Yield: 82.3%. Reaction SMILES: [C:1]1([C:7](=O)[CH:8]([C:21]2[CH:26]=[CH:25][CH:24]=[CH:23][CH:22]=2)[CH2:9][C:10]([CH2:12][C:13]2[CH:18]=[CH:17][CH:16]=[C:15]([O:19][CH3:20])[CH:14]=2)=O)[CH:6]=[CH:5][CH:4]=[CH:3][CH:2]=1.P12(SP3(SP(SP(S3)(S1)=S)(=S)S2)=S)=[S:29].S.[OH-].[Na+]>C(=O)=O.C(O)C.C1(C)C(C)=CC=CC=1>[C:1]1([C:7]2[S:29][C:10]([CH2:12][C:13]3[CH:18]=[CH:17][CH:16]=[C:15]([O:19][CH3:20])[CH:14]=3)=[CH:9][C:8]=2[C:21]2[CH:26]=[CH:25][CH:24]=[CH:23][CH:22]=2)[CH:6]=[CH:5][CH:4]=[CH:3][CH:2]=1 |f:3.4|. Procedure details: In a 1-liter stainless steel autoclave equipped with stirrer were placed 51.6 g (0.150 mole) of 1,2-diphenyl-4-m-anisylbutane-1,4-dione, 100 ml of xylene and 30 g (0.0675 mole) of phosphorus pentasulfide. The autoclave was cooled in Dry Ice and charged with 130 g (3.81 moles) of hydrogen sulfide. The mixture was then heated and stirred 235 minutes at 154°-177° C. (1120-1320 psig). The vessel was cooled to room temperature. The hydrogen sulfide was vented into a sodium hydroxide solution. The res...